Dataset: the Open Reaction Database (ORD), a public repository of structured organic reaction records. Task: describe an organic reaction: reactants, conditions, products, and yield Reactants: ClC=1C=C(C=C(C1)Cl)[C@H](C(=O)O)O ((R)-2-(3,5-dichlorophenyl)-2-hydroxyethanoic acid), S(O)(O)(=O)=O (sulfuric acid), CO (methanol). Yields the product ClC=1C=C(C=C(C1)Cl)[C@H](C(=O)OC)O (Methyl (R)-2-(3,5-dichlorophenyl)-2-hydroxyethanoate). As a reaction SMILES: [Cl:1][C:2]1[CH:3]=[C:4]([C@@H:9]([OH:13])[C:10]([OH:12])=[O:11])[CH:5]=[C:6]([Cl:8])[CH:7]=1.S(=O)(=O)(O)O.[CH3:19]O>>[Cl:1][C:2]1[CH:3]=[C:4]([C@@H:9]([OH:13])[C:10]([O:12][CH3:19])=[O:11])[CH:5]=[C:6]([Cl:8])[CH:7]=1. Procedure: A solution of (R)-2-(3,5-dichlorophenyl)-2-hydroxyethanoic acid (19.10 g) in methanol (200 mL) containing concentrated sulfuric acid (1 mL) was stirred at reflux under nitrogen for 16.5 h. The solution was then concentrated under vacuum, and the resulting oil was dissolved in ethyl acetate (200 mL). This solution was washed with saturated aqueous sodium bicarbonate solution, followed by saturated aqueous sodium chloride solution (10 mL). After drying (magnesium sulfate), the ethyl acetate was re... Starting materials: CC(C)(O)c1cccc2c(-c3ccccc3)n(Cc3ccccc3)nc12, Cc1ccc(S(=O)(=O)O)cc1, Cc1ccccc1. Product: C=C(C)c1cccc2c(-c3ccccc3)n(Cc3ccccc3)nc12. Reaction SMILES: [CH2:1]([c:2]1[cH:3][cH:4][cH:5][cH:6][cH:7]1)[n:8]1[n:9][c:10]2[c:11]([C:23]([CH3:24])([CH3:25])[OH:26])[cH:12][cH:13][cH:14][c:15]2[c:16]1-[c:17]1[cH:18][cH:19][cH:20][cH:21][cH:22]1.[CH3:27][c:28]1[cH:29][cH:30][c:31]([S:32]([OH:33])(=[O:34])=[O:35])[cH:36][cH:37]1.[CH3:38][c:39]1[cH:40][cH:41][cH:42][cH:43][cH:44]1>>[CH2:1]([c:2]1[cH:3][cH:4][cH:5][cH:6][cH:7]1)[n:8]1[n:9][c:10]2[c:11]([C:23](=[CH2:24])[CH3:25])[cH:12][cH:13][cH:14][c:15]2[c:16]1-[c:17]1[cH:18][cH:19][cH:20][cH:21][cH:22]1. The product is [N+](=O)([O-])[O-].[Y+3].[N+](=O)([O-])[O-].[N+](=O)([O-])[O-] (yttrium nitrate). The reactants are O[Al]=O (Disperal), C(C[*:2])[*:1] (polyethylene), analytical reagent, [N+](=O)(O)[O-] (nitric acid), O.[Al] (aluminum monohydrate), O.O.O.O.O.O.[N+](=O)([O-])[O-].[Y+3].[N+](=O)([O-])[O-].[N+](=O)([O-])[O-] (yttrium nitrate hexahydrate). Run in O (water). Procedure details: Room temperature deionized water (2600 ml), 48 g of 16N analytical reagent grade nitric acid and 800 g alpha aluminum monohydrate powder sold under the trade designation "Disperal" were charged into an 18.9 liter polyethylene lined steel vessel. The charge was dispersed at high speed for five minutes using a Gifford-Wood Homogenizer Mixer (Greeco Corp., Hudson, N.H.). The resulting dispersion and an aqueous solution containing 35.9% yttrium nitrate hexahydrate were metered through an in-line mix... RXN SMILES: [N+:1]([O-:4])([OH:3])=[O:2].O.[Al].O[Al]=O.O.O.O.O.O.O.[N+:16]([O-:19])([O-:18])=[O:17].[Y+3:20].[N+:21]([O-:24])([O-:23])=[O:22].[N+]([O-])([O-])=O>O>[N+:1]([O-:4])([O-:3])=[O:2].[Y+3:20].[N+:16]([O-:19])([O-:18])=[O:17].[N+:21]([O-:24])([O-:23])=[O:22] |f:1.2,4.5.6.7.8.9.10.11.12.13,15.16.17.18|. Reactants: ICCC(F)(F)C(F)(F)OC(F)(F)C(F)(F)S(=O)(=O)F (ICH2CH2CF2CF2OCF2CF2SO2F), C1CCC2=NCCCN2CC1 (DBU). Yields the product C=CC(F)(F)C(F)(F)OC(F)(F)C(F)(F)S(=O)(=O)F (CH2═CHCF2CF2OCF2CF2SO2F). Reaction SMILES: I[CH2:2][CH2:3][C:4]([C:7]([O:10][C:11]([C:14]([S:17]([F:20])(=[O:19])=[O:18])([F:16])[F:15])([F:13])[F:12])([F:9])[F:8])([F:6])[F:5].C1CCN2C(=NCCC2)CC1>>[CH2:2]=[CH:3][C:4]([C:7]([O:10][C:11]([C:14]([S:17]([F:20])(=[O:19])=[O:18])([F:15])[F:16])([F:12])[F:13])([F:9])[F:8])([F:6])[F:5]. Procedure details: The crude reaction solution from above containing ICH2CH2CF2CF2OCF2CF2SO2F was treated with an excess of DBU at room temperature for 4 hours. 19F NMR analysis showed no effect on the —SO2F group, and the triplet of CF2CH2— was changed into doublet×triplet at 121 ppm (Jd=7.8 Hz, Jt=3.6 Hz), indicating the desired reaction occurred to yield CH2═CHCF2CF2OCF2CF2SO2F. Addition of water to dissolve DBU/HI solid, and the bottom perfluorinated N-methyl morpholine solution was isolated. From F-NMR, no mo... Reaction SMILES: [CH2:34]([CH3:35])[O:36][c:37]1[c:38]([NH2:58])[cH:39][cH:40][c:41]([N:43]2[CH2:44][CH2:45][N:46]([CH:49]3[CH2:50][CH2:51][N:52]([CH2:55][CH2:56][F:57])[CH2:53][CH2:54]3)[CH2:47][CH2:48]2)[cH:42]1.[CH3:71][O-:72].[CH3:80][OH:81].[CH3:85][CH2:86][CH2:87][CH2:88][CH2:89][CH3:90].[Cl:1][c:2]1[n:3][cH:4][cH:5][c:6](-[c:8]2[c:9](-[c:17]3[cH:18][c:19]([C:20](=[O:21])[NH:22][c:23]4[c:24]([F:30])[cH:25][cH:26][cH:27][c:28]4[F:29])[cH:31][cH:32][cH:33]3)[n:10][c:11]3[n:12]2[cH:13][cH:14][cH:15][cH:16]3)[n:7]1.[Cl:82][CH2:83][Cl:84].[Na+:73].[OH2:59].[OH:74][CH2:75][C:76]([F:77])([F:78])[F:79].[c:60]1([CH3:61])[cH:62][cH:63][c:64]([S:65]([OH:66])(=[O:67])=[O:68])[cH:69][cH:70]1>>[c:2]1([NH:58][c:38]2[c:37]([O:36][CH2:34][CH3:35])[cH:42][c:41]([N:43]3[CH2:44][CH2:45][N:46]([CH:49]4[CH2:50][CH2:51][N:52]([CH2:55][CH2:56][F:57])[CH2:53][CH2:54]4)[CH2:47][CH2:48]3)[cH:40][cH:39]2)[n:3][cH:4][cH:5][c:6](-[c:8]2[c:9](-[c:17]3[cH:18][c:19]([C:20](=[O:21])[NH:22][c:23]4[c:24]([F:30])[cH:25][cH:26][cH:27][c:28]4[F:29])[cH:31][cH:32][cH:33]3)[n:10][c:11]3[n:12]2[cH:13][cH:14][cH:15][cH:16]3)[n:7]1. Reactants: CCOc1cc(N2CCN(C3CCN(CCF)CC3)CC2)ccc1N, C[O-], CO, CCCCCC, O=C(Nc1c(F)cccc1F)c1cccc(-c2nc3ccccn3c2-c2ccnc(Cl)n2)c1, ClCCl, [Na+], O, OCC(F)(F)F, Cc1ccc(S(=O)(=O)O)cc1. The product is CCOc1cc(N2CCN(C3CCN(CCF)CC3)CC2)ccc1Nc1nccc(-c2c(-c3cccc(C(=O)Nc4c(F)cccc4F)c3)nc3ccccn23)n1. The reactants are C(CC(=O)C)(=O)OCC[Si](C)(C)C (2-(trimethylsilyl)ethyl acetoacetate), N(=O)[O-].[Na+] (sodium nitrite). Solvent: C(C)(=O)O (acetic acid), O (water), C(C)(=O)OCC (ethyl acetate). Yields the product N(O)=C(C(=O)OCC[Si](C)(C)C)C(=O)C (2-(Trimethylsilyl)ethyl 2-(Oximino)acetoacetate). The yield is 57.6%. RXN SMILES: [C:1]([O:7][CH2:8][CH2:9][Si:10]([CH3:13])([CH3:12])[CH3:11])(=[O:6])[CH2:2][C:3]([CH3:5])=[O:4].[N:14]([O-])=[O:15].[Na+]>C(O)(=O)C.O.C(OCC)(=O)C>[N:14](=[C:2]([C:3]([CH3:5])=[O:4])[C:1]([O:7][CH2:8][CH2:9][Si:10]([CH3:11])([CH3:13])[CH3:12])=[O:6])[OH:15] |f:1.2|. Reported procedure: To a solution of 18.24 gm (90.3 mMol) 2-(trimethylsilyl)ethyl acetoacetate in 10 mL acetic acid at −4° C. was added a solution of 6.85 gm (99.3 mMol) sodium nitrite in 30 mL of water dropwise over 15 minutes. The reaction mixture was allowed to warm to room temperature while stirring. After 2 hours the reaction mixture was diluted with 100 mL ethyl acetate and washed twice with 50 mL portions of saturated aqueous sodium chloride. The organic phase was dried over sodium sulfate and concentrated u... The product is CN(c1ccccc1B1OC(C)(C)C(C)(C)O1)S(C)(=O)=O. RXN SMILES: [C:1](=[O:2])([O-:3])[O-:4].[CH3:11][C:12]1([CH3:30])[O:13][B:14]([c:19]2[c:20]([NH:25][S:26](=[O:27])(=[O:28])[CH3:29])[cH:21][cH:22][cH:23][cH:24]2)[O:15][C:16]1([CH3:17])[CH3:18].[CH3:7][C:8](=[O:9])[CH3:10].[Cl:33][CH2:34][Cl:35].[I:31][CH3:32].[K+:5].[K+:6]>>[CH3:1][N:25]([c:20]1[c:19]([B:14]2[O:13][C:12]([CH3:11])([CH3:30])[C:16]([CH3:17])([CH3:18])[O:15]2)[cH:24][cH:23][cH:22][cH:21]1)[S:26](=[O:27])(=[O:28])[CH3:29]. Starting materials: O=C([O-])[O-], CC1(C)OB(c2ccccc2NS(C)(=O)=O)OC1(C)C, CC(C)=O, ClCCl, CI, [K+], [K+]. Reactants: OO (hydrogen peroxide), FC1=C(C=C(C=C1F)C)OB(O)O (2,3-difluoro-5-methylphenylboric acid). Solvent: S(=O)(O)[O-].[Na+] (sodium hydrogen sulfite). Reaction conditions: time 3 hour. Product: FC1=C(C=C(C=C1F)C)O (2,3-difluoro-5-methylphenol). As a reaction SMILES: OO.[F:3][C:4]1[C:9]([F:10])=[CH:8][C:7]([CH3:11])=[CH:6][C:5]=1[O:12]B(O)O>S([O-])(O)=O.[Na+]>[F:3][C:4]1[C:9]([F:10])=[CH:8][C:7]([CH3:11])=[CH:6][C:5]=1[OH:12] |f:2.3|. Procedure details: Under cooling with an ice bath, 53.1 g of aqueous hydrogen peroxide was slowly added dropwise to the compound (3) having been dissolved in 300 mL, followed by stirring at room temperature for 3 hours. Under cooling with an ice bath, 100 mL of a saturated sodium hydrogen sulfite aqueous solution was added dropwise thereto to terminate the reaction. The aqueous layer was extracted with diethyl ether, which was added to the organic layer, and the organic layer was washed with a saturated sodium hyd... The yield is 16.2%. Run in C(C)#N (acetonitrile). Run at temperature 80 celsius, time 8 hour. Procedure: A mixture of 7-(1-bromo ethyl)-5H-[1,3]thiazolo[3,2-a]pyrimidin-5-one (17.5 g, 67.5 mmol) and N-bromosuccinimide (14.2 g, 79.8 mmol) in acetonitrile (400 mL) was stirred at 80° C. under N2 overnight. After removal of the solvent under reduced pressure, the resulting solid was dissolved in dichloromethane, washed sequentially with water, saturated aqueous Na2S2O3 and NaHCO3 solution and brine, dried over Na2SO4, and then concentrated to give crude product (3.7 g), which was used in the next step ... Reactants: BrC(C)C=1N=C2N(C(C1)=O)C=CS2 (7-(1-bromo ethyl)-5H-[1,3]thiazolo[3,2-a]pyrimidin-5-one), BrN1C(CCC1=O)=O (N-bromosuccinimide). The product is BrC1=C(N=C2N(C1=O)C=CS2)C(C)Br (6-bromo-7-(1-bromoethyl)-5H-[1,3]thiazolo[3,2-a]pyrimidin-5-one). Reaction SMILES: [Br:1][CH:2]([C:4]1[N:5]=[C:6]2[S:13][CH:12]=[CH:11][N:7]2[C:8](=[O:10])[CH:9]=1)[CH3:3].[Br:14]N1C(=O)CCC1=O>C(#N)C>[Br:14][C:9]1[C:8](=[O:10])[N:7]2[CH:11]=[CH:12][S:13][C:6]2=[N:5][C:4]=1[CH:2]([Br:1])[CH3:3].